From a dataset of the Open Reaction Database (ORD), a public repository of structured organic reaction records. describe an organic reaction: reactants, conditions, products, and yield The solvent is O (water), C1CCOC1 (THF). Reactants: C(CCCC)(=O)C1=C(OC2=C1C=CC=C2)C=2C=C1C=CC(=C(C1=CC2)C2=CC=CC=C2)OCC(=O)OCC (ethyl 2-{[6-(3-pentanoyl-1-benzofuran-2-yl)-1-phenyl-2-naphthyl]oxy}acetate), [OH-].[K+] (potassium hydroxide). Procedure details: Following the procedure described in Step 4 of Example 6, ethyl 2-{[6-(3-pentanoyl-1-benzofuran-2-yl)-1-phenyl-2-naphthyl]oxy}acetate (0.161 g, 0.318 mmol) was hydrolyzed with potassium hydroxide (0.0693 g, 1.24 mmol) in THF (6 mL) and water (6 mL). 2-{[6-(3-pentanoyl-1-benzofuran-2-yl)-1-phenyl-2-naphthyl]oxy}acetic acid was obtained and was converted to the sodium salt by dissolving (0.103 g, 0.215 mmol) of the acid in methanol (5 mL) and adding 1N sodium hydroxide (0.22 mL, 22 mmol). After st... RXN SMILES: [C:1]([C:7]1[C:11]2[CH:12]=[CH:13][CH:14]=[CH:15][C:10]=2[O:9][C:8]=1[C:16]1[CH:17]=[C:18]2[C:23](=[CH:24][CH:25]=1)[C:22]([C:26]1[CH:31]=[CH:30][CH:29]=[CH:28][CH:27]=1)=[C:21]([O:32][CH2:33][C:34]([O:36]CC)=[O:35])[CH:20]=[CH:19]2)(=[O:6])[CH2:2][CH2:3][CH2:4][CH3:5].[OH-].[K+]>C1COCC1.O>[C:1]([C:7]1[C:11]2[CH:12]=[CH:13][CH:14]=[CH:15][C:10]=2[O:9][C:8]=1[C:16]1[CH:17]=[C:18]2[C:23](=[CH:24][CH:25]=1)[C:22]([C:26]1[CH:31]=[CH:30][CH:29]=[CH:28][CH:27]=1)=[C:21]([O:32][CH2:33][C:34]([OH:36])=[O:35])[CH:20]=[CH:19]2)(=[O:6])[CH2:2][CH2:3][CH2:4][CH3:5] |f:1.2|. Product: C(CCCC)(=O)C1=C(OC2=C1C=CC=C2)C=2C=C1C=CC(=C(C1=CC2)C2=CC=CC=C2)OCC(=O)O (2-{[6-(3-pentanoyl-1-benzofuran-2-yl)-1-phenyl-2-naphthyl]oxy}acetic acid). Starting materials: C1OC2(CCC(CC2)N(C)CC2=CC=C(C=C2)NC(=O)C=2CCSC3=C(C2)C=C(C=C3)C3=CC=C(C=C3)OC)OC1 (N-[4-[N-(4,4-ethylenedioxycyclohexyl)-N-methylaminomethyl]phenyl]-7-(4-methoxyphenyl)-2,3-dihydro-1-benzothiepine-4-carboxamide), Cl (hydrochloric acid), C([O-])(O)=O.[Na+] (sodium bicarbonate). Run in C1CCOC1 (THF). Run at time 66 hour. Product: COC1=CC=C(C=C1)C=1C=CC2=C(C=C(CCS2)C(=O)NC2=CC=C(C=C2)CN(C2CCC(CC2)=O)C)C1 (7-(4-methoxyphenyl)-N-[4-[N-methyl-N-(4-oxocyclohexyl) aminomethyl]phenyl]-2,3-dihydro-1-benzothiepine-4-carboxamide). The yield is 65.3%. As a reaction SMILES: C1CO[C:3]2([CH2:8][CH2:7][CH:6]([N:9]([CH2:11][C:12]3[CH:17]=[CH:16][C:15]([NH:18][C:19]([C:21]4[CH2:22][CH2:23][S:24][C:25]5[CH:31]=[CH:30][C:29]([C:32]6[CH:37]=[CH:36][C:35]([O:38][CH3:39])=[CH:34][CH:33]=6)=[CH:28][C:26]=5[CH:27]=4)=[O:20])=[CH:14][CH:13]=3)[CH3:10])[CH2:5][CH2:4]2)[O:2]1.Cl.C(=O)(O)[O-].[Na+]>C1COCC1>[CH3:39][O:38][C:35]1[CH:34]=[CH:33][C:32]([C:29]2[CH:30]=[CH:31][C:25]3[S:24][CH2:23][CH2:22][C:21]([C:19]([NH:18][C:15]4[CH:16]=[CH:17][C:12]([CH2:11][N:9]([CH3:10])[CH:6]5[CH2:5][CH2:4][C:3](=[O:2])[CH2:8][CH2:7]5)=[CH:13][CH:14]=4)=[O:20])=[CH:27][C:26]=3[CH:28]=2)=[CH:37][CH:36]=1 |f:2.3|. Reported procedure: To a solution of N-[4-[N-(4,4-ethylenedioxycyclohexyl)-N-methylaminomethyl]phenyl]-7-(4-methoxyphenyl)-2,3-dihydro-1-benzothiepine-4-carboxamide (130 mg) in THF (15 ml) was added at room temperature 6N hydrochloric acid (1 ml), and the mixture was stirred for 66 hours. To the mixture was added sodium bicarbonate solution, and extracted with ethyl acetate. The organic layer was washed with saturated brine and magnesium sulfate. Under reduced pressure, the mixture was concentrated, and the resulti... Reaction SMILES: [C:1]1([CH:7]([OH:9])[CH3:8])[CH:6]=[CH:5][CH:4]=[CH:3][CH:2]=1>CC(C)=O>[C:7]([C:1]1[CH:6]=[CH:5][CH:4]=[CH:3][CH:2]=1)(=[O:9])[CH3:8]. Product: C(C)(=O)C1=CC=CC=C1 (acetophenone). The solvent is CC(=O)C (acetone). Reported procedure: There were weighed out 1-phenylethanol (122 mg, 1.00 mmol) and 4-benzoyloxy-2,2,6,6-tetramethylpiperidine-N-oxyl compound (3.0 mg, 0.01 mmol). Then, 2 ml of acetone was added to obtain a uniform solution. Added thereto was 500 mg of silica gel (product of Merck, grade 9385) and the mixture was vigorously agitated for 5 minutes. The acetone used was distilled off under reduced pressure. Added thereto was 7% aqueous solution of sodium bicarbonate (5 ml) containing 20 wt % of sodium bromide. Then, ... The reactants are C1(=CC=CC=C1)C(C)O (1-phenylethanol), 4-benzoyloxy-2,2,6,6-tetramethylpiperidine-N-oxyl. Yield: 96.5%. Conditions: time 5 minute. Starting materials: C(C1=CC=CC=C1)N1CCC(CC1)=O (1-benzyl-4-piperidinone), C(C)(=O)O (acetic acid), C(C1=CC=CC=C1)N (benzylamine), Cl (HCl), C(C)(=O)O (acetic acid), C=O (paraformaldehyde). Run in CO (CH3OH), CO (CH3OH). Run at time 15 minute. The product is C(C1=CC=CC=C1)N1C(C2CN(CC(C1)C2)CC2=CC=CC=C2)=O (3,7-Dibenzyl-3,7-diazabicyclo[3.3.1]nonan-2-one). Reaction SMILES: [CH2:1]([NH2:8])[C:2]1[CH:7]=[CH:6][CH:5]=[CH:4][CH:3]=1.Cl.[C:10]([OH:13])(=O)[CH3:11].[CH2:14]=O.[CH2:16]([N:23]1[CH2:28]C[C:26](=O)[CH2:25][CH2:24]1)[C:17]1[CH:22]=[CH:21][CH:20]=[CH:19][CH:18]=1>CO>[CH2:1]([N:8]1[CH2:14][CH:25]2[CH2:26][CH:11]([CH2:28][N:23]([CH2:16][C:17]3[CH:18]=[CH:19][CH:20]=[CH:21][CH:22]=3)[CH2:24]2)[C:10]1=[O:13])[C:2]1[CH:7]=[CH:6][CH:5]=[CH:4][CH:3]=1. Procedure: A 500-mL, three-necked, round-bottomed flask was equipped with a magnetic stirrer, a heating mantle, a standard condenser with a N2 inlet, a 250-mL addition funnel, and a glass stopper. A mixture of benzylamine (10.71 g, 100 mmol), HCl (37%, 4.93 g, 50 mmol), glacial acetic acid (6.0 g, 100 mmol) and paraformaldehyde (6.31 g, 210 mmol) in CH3OH (100 mL) was brought to gentle reflux with stirring under N2 over 15 min. A solution of 1-benzyl-4-piperidinone (43, 18.93 g, 100 mmol) and glacial aceti...